This data is from the Open Reaction Database (ORD), a public repository of structured organic reaction records. The task is: describe an organic reaction: reactants, conditions, products, and yield The reactants are CCOC(=O)c1ccc(NC(=O)CC(C(=O)O)c2ccccc2)cc1, CC#N, Cc1ccccc1NC(=O)Nc1ccc(N)cc1, On1nnc2ccccc21. The product is CCOC(=O)c1ccc(NC(=O)CC(C(=O)Nc2ccc(NC(=O)Nc3ccccc3C)cc2)c2ccccc2)cc1. Reaction SMILES: [CH2:1]([CH3:2])[O:3][C:4](=[O:5])[c:6]1[cH:7][cH:8][c:9]([NH:12][C:13]([CH2:14][CH:15]([C:16](=[O:17])[OH:18])[c:19]2[cH:20][cH:21][cH:22][cH:23][cH:24]2)=[O:25])[cH:10][cH:11]1.[CH3:54][C:55]#[N:56].[NH2:36][c:37]1[cH:38][cH:39][c:40]([NH:43][C:44](=[O:45])[NH:46][c:47]2[c:48]([CH3:53])[cH:49][cH:50][cH:51][cH:52]2)[cH:41][cH:42]1.[OH:26][n:27]1[c:28]2[cH:29][cH:30][cH:31][cH:32][c:33]2[n:34][n:35]1>>[CH2:1]([CH3:2])[O:3][C:4](=[O:5])[c:6]1[cH:7][cH:8][c:9]([NH:12][C:13]([CH2:14][CH:15]([C:16](=[O:17])[NH:36][c:37]2[cH:38][cH:39][c:40]([NH:43][C:44](=[O:45])[NH:46][c:47]3[c:48]([CH3:53])[cH:49][cH:50][cH:51][cH:52]3)[cH:41][cH:42]2)[c:19]2[cH:20][cH:21][cH:22][cH:23][cH:24]2)=[O:25])[cH:10][cH:11]1. Starting materials: [Li]CCCC, C1CCOC1, C=CCOC(=O)N1CC=C(C(=O)OC)CC1C, CCCCCC, CCOC(C)=O, ClCBr, O=P([O-])([O-])[O-]. Yields the product C=CCOC(=O)N1CC=C(C(=O)CCl)CC1C. As a reaction SMILES: [CH2:21]([Li:22])[CH2:23][CH2:24][CH3:25].[CH2:31]1[O:32][CH2:33][CH2:34][CH2:35]1.[CH3:1][CH:2]1[N:3]([C:12](=[O:13])[O:14][CH2:15][CH:16]=[CH2:17])[CH2:4][CH:5]=[C:6]([C:8]([O:10][CH3:9])=[O:11])[CH2:7]1.[CH3:36][CH2:37][CH2:38][CH2:39][CH2:40][CH3:41].[CH3:42][CH2:43][O:44][C:45](=[O:46])[CH3:47].[Cl:18][CH2:19][Br:20].[O-:26][P:27](=[O:28])([O-:29])[O-:30]>>[CH3:1][CH:2]1[N:3]([C:12](=[O:13])[O:14][CH2:15][CH:16]=[CH2:17])[CH2:4][CH:5]=[C:6]([C:8](=[O:10])[CH2:19][Cl:18])[CH2:7]1.